This data is from the Open Reaction Database (ORD), a public repository of structured organic reaction records. The task is: describe an organic reaction: reactants, conditions, products, and yield Reactants: [N+](=O)([O-])C1=CC=C(C=C1)N1CCC(CC1)=O (1-(4-nitrophenyl)-4-piperidone), CNCCC1=CC=CC=C1 (N-methyl-N-(2-phenylethyl)amine), C(C)(=O)O (acetic acid), C(#N)[BH3-].[Na+] (sodium cyanoborohydride), C(\C=C\C(=O)[O-])(=O)[O-] (fumarate), C(\C=C\C(=O)O)(=O)O (fumaric acid). The product is C(\C=C\C(=O)O)(=O)O.CN(CCC1=CC=CC=C1)C1CCN(CC1)C1=CC=C(C=C1)[N+](=O)[O-] (4-(N-methyl-N-(2-phenylethyl)amino)-1-(4-nitrophenyl)piperidine fumarate). As a reaction SMILES: [N+:1]([C:4]1[CH:9]=[CH:8][C:7]([N:10]2[CH2:15][CH2:14][C:13](=O)[CH2:12][CH2:11]2)=[CH:6][CH:5]=1)([O-:3])=[O:2].[CH3:17][NH:18][CH2:19][CH2:20][C:21]1[CH:26]=[CH:25][CH:24]=[CH:23][CH:22]=1.C(O)(=O)C.C([BH3-])#N.[Na+].[C:35]([O-:42])(=[O:41])/[CH:36]=[CH:37]/[C:38]([O-:40])=[O:39].C(O)(=O)/C=C/C(O)=O>>[C:35]([OH:42])(=[O:41])/[CH:36]=[CH:37]/[C:38]([OH:40])=[O:39].[CH3:17][N:18]([CH:13]1[CH2:14][CH2:15][N:10]([C:7]2[CH:8]=[CH:9][C:4]([N+:1]([O-:3])=[O:2])=[CH:5][CH:6]=2)[CH2:11][CH2:12]1)[CH2:19][CH2:20][C:21]1[CH:26]=[CH:25][CH:24]=[CH:23][CH:22]=1 |f:3.4,7.8|. Procedure details: 2.5 g (11.4 mmol) of 1-(4-nitrophenyl)-4-piperidone, 1.5 g (11.4 mmol) of N-methyl-N-(2-phenylethyl)amine, 0.7 g (11.4 mmol) of acetic acid and 0.7 g (11.4 mmol) of sodium cyanoborohydride were reacted in a similar manner to Example 1. The product was converted into the fumarate with fumaric acid in a conventional manner. 2.8 g of 4-(N-methyl-N-(2-phenylethyl)amino)-1-(4-nitrophenyl)piperidine fumarate were obtained. Melting point 201°-202° C. RXN SMILES: [NH2:1][C:2]1[CH:7]=[CH:6][CH:5]=[CH:4][CH:3]=1.C1(C)C(C)=CC=CC=1.[N+:16]([C:19]1[CH:24]=[CH:23][C:22](Cl)=[CH:21][CH:20]=1)([O-:18])=[O:17].C(=O)([O-])[O-].[K+].[K+]>N1C2C(=CC=C3C=2N=CC=C3)C=CC=1.O>[CH:5]1[CH:6]=[CH:7][C:2]([NH:1][C:22]2[CH:23]=[CH:24][C:19]([N+:16]([O-:18])=[O:17])=[CH:20][CH:21]=2)=[CH:3][CH:4]=1 |f:3.4.5|. The yield is 129.4%. Product: C1=CC=C(C=C1)NC2=CC=C(C=C2)[N+](=O)[O-] (4-nitrodiphenylamine). The solvent is O (water). Reagents/catalysts: N1=CC=CC2=CC=C3C=CC=NC3=C12 (1,10-phenanthroline). Starting materials: NC1=CC=CC=C1 (aniline), C=1(C(=CC=CC1)C)C (xylene), [N+](=O)([O-])C1=CC=C(C=C1)Cl (4-nitrochlorobenzene), CuO, C([O-])([O-])=O.[K+].[K+] (potassium carbonate). Reported procedure: 186 g of aniline, 60 ml of xylene, 4.5 g of 1,10-phenanthroline, 157.5 g of 4-nitrochlorobenzene, 2 g of CuO and 76.3 g of potassium carbonate are heated to 195° C. for 7 hours in a water separator. The reaction mixture is cooled to 96° C. After the precipitated salts have been separated off by filtration, the filter cake is thoroughly washed with 200 ml of hot xylene. The filtrate and the washing liquid are combined, and after the solution has been cooled to 0° C., 127 g of 4-nitrodiphenylamine... Conditions: temperature 96 celsius. Conditions: time 20 minute. Starting materials: C(C)(=O)OC[C@@H]1CCCN(C2=C1C=CC=C2)S(=O)(=O)C2=CC=C(C=C2)C ((5R)-5-acetyloxymethyl-1-(p-toluenesulfonyl)-2,3,4,5-tetrahydro-1H-benzazepine), C([O-])([O-])=O.[K+].[K+] (potassium carbonate), CO (methanol). Reported procedure: A mixture of (5R)-5-acetyloxymethyl-1-(p-toluenesulfonyl)-2,3,4,5-tetrahydro-1H-benzazepine (1.49 g), potassium carbonate (1.11 g) and methanol (15 ml) is stirred at room temperature for 20 minutes. The reaction solution is poured into water, and the mixture is extracted with dichloromethane. The extract is dried over sodium sulfate, and concentrated under reduced pressure to give (5S)-5-hydroxymethyl-1-(p-toluenesulfonyl)-2,3,4,5-tetrahydro-1H-benzazepine (1.33 g). Reaction SMILES: C([O:4][CH2:5][C@H:6]1[C:12]2[CH:13]=[CH:14][CH:15]=[CH:16][C:11]=2[N:10]([S:17]([C:20]2[CH:25]=[CH:24][C:23]([CH3:26])=[CH:22][CH:21]=2)(=[O:19])=[O:18])[CH2:9][CH2:8][CH2:7]1)(=O)C.C(=O)([O-])[O-].[K+].[K+].CO>O>[OH:4][CH2:5][C@@H:6]1[C:12]2[CH:13]=[CH:14][CH:15]=[CH:16][C:11]=2[N:10]([S:17]([C:20]2[CH:21]=[CH:22][C:23]([CH3:26])=[CH:24][CH:25]=2)(=[O:19])=[O:18])[CH2:9][CH2:8][CH2:7]1 |f:1.2.3|. The yield is 100.6%. The product is OC[C@H]1CCCN(C2=C1C=CC=C2)S(=O)(=O)C2=CC=C(C=C2)C ((5S)-5-hydroxymethyl-1-(p-toluenesulfonyl)-2,3,4,5-tetrahydro-1H-benzazepine). The solvent is O (water). Reactants: COC(=O)Cl, ClCCl, CCn1cnc2c(Nc3ccc(N)cc3)nc(NC3CCC(O)CC3)nc21. The product is CCn1cnc2c(Nc3ccc(NC(=O)OC)cc3)nc(NC3CCC(O)CC3)nc21. RXN SMILES: [Cl:28][C:29](=[O:30])[O:31][CH3:32].[Cl:33][CH2:34][Cl:35].[NH2:1][c:2]1[cH:3][cH:4][c:5]([NH:8][c:9]2[c:10]3[n:11][cH:12][n:13]([CH2:26][CH3:27])[c:14]3[n:15][c:16]([NH:18][CH:19]3[CH2:20][CH2:21][CH:22]([OH:25])[CH2:23][CH2:24]3)[n:17]2)[cH:6][cH:7]1>>[NH:1]([c:2]1[cH:3][cH:4][c:5]([NH:8][c:9]2[c:10]3[n:11][cH:12][n:13]([CH2:26][CH3:27])[c:14]3[n:15][c:16]([NH:18][CH:19]3[CH2:20][CH2:21][CH:22]([OH:25])[CH2:23][CH2:24]3)[n:17]2)[cH:6][cH:7]1)[C:29](=[O:30])[O:31][CH3:32]. Starting materials: CN(C)CC (N,N-dimethylethylamine), C(=O)([O-])[O-].[K+].[K+] (K2CO3), N1C(CCC1)=O (pyrrolidin-2-one), BrC1=CC=C(C=C1)CCO (2-(4-bromophenyl)ethanol). Reagents/catalysts: [Cu]I (CuI). Reaction conditions: temperature 130 celsius, time 8 hour. The product is OCCC1=CC=C(C=C1)N1C(CCC1)=O (1-(4-(2-Hydroxyethyl)phenyl)pyrrolidin-2-one). The yield is 37.0%. As a reaction SMILES: CN(CC)C.C([O-])([O-])=O.[K+].[K+].[NH:12]1[CH2:16][CH2:15][CH2:14][C:13]1=[O:17].Br[C:19]1[CH:24]=[CH:23][C:22]([CH2:25][CH2:26][OH:27])=[CH:21][CH:20]=1>[Cu]I>[OH:27][CH2:26][CH2:25][C:22]1[CH:23]=[CH:24][C:19]([N:12]2[CH2:16][CH2:15][CH2:14][C:13]2=[O:17])=[CH:20][CH:21]=1 |f:1.2.3|. Reported procedure: A mixture of CuI (0.198 mmol), N,N-dimethylethylamine (0.398 mmol), K2CO3 (3.98 mmol) and pyrrolidin-2-one (3.98 mmol) was purged with nitrogen gas. 2-(4-bromophenyl)ethanol (1.99 mmol) was added and the mixture was purged with purged again with nitrogen. The reaction mixture was stirred at 130° C. overnight. After cooling to room temperature, the reaction mixture was diluted with water (25 mL), NH4OH (5 mL) and the aqueous layer was extracted with dichloromethane (3×40 mL). The combined organic...